Task: describe an organic reaction: reactants, conditions, products, and yield. Dataset: the Open Reaction Database (ORD), a public repository of structured organic reaction records Reactants: N#CCCCCBr, CNC, [Na+], [OH-]. The product is CN(C)CCCCC#N. Reaction SMILES: [Br:4][CH2:5][CH2:6][CH2:7][CH2:8][C:9]#[N:10].[CH3:1][NH:2][CH3:3].[Na+:12].[OH-:11]>>[CH3:1][N:2]([CH3:3])[CH2:5][CH2:6][CH2:7][CH2:8][C:9]#[N:10]. The reactants are O=C([O-])[O-], CC(C)(C)CC(C)(C)N, C[N+]1(Cc2ccccc2)CCC(=O)CC1, CCO, [I-], [K+], [K+]. Yields the product CC(C)(C)CC(C)(C)N1CCC(=O)CC1. As a reaction SMILES: [C:10](=[O:11])([O-:12])[O-:13].[C:1]([CH3:2])([CH3:3])([CH2:4][C:5]([CH3:6])([CH3:7])[CH3:8])[NH2:9].[CH2:17]([N+:18]1([CH3:19])[CH2:25][CH2:26][C:27](=[O:30])[CH2:28][CH2:29]1)[c:20]1[cH:21][cH:22][cH:23][cH:24][cH:31]1.[CH3:32][CH2:33][OH:34].[I-:16].[K+:14].[K+:15]>>[C:1]([CH3:2])([CH3:3])([CH2:4][C:5]([CH3:6])([CH3:7])[CH3:8])[N:9]1[CH2:25][CH2:26][C:27](=[O:30])[CH2:28][CH2:29]1. The reactants are ClC1=CC2=C(NC(=N2)[C@H](COC)NC(=O)C2=CC(=C(C(=O)O)C=C2)C(F)(F)F)C=C1 (4-{N-[(1R)-1-(5-chloro-1H-benzimidazol-2-yl)-2-methoxyethyl]aminocarbonyl}-2-trifluoromethylbenzoic acid), CN(C)C(=[N+](C)C)ON1C2=C(C=CC=C2)N=N1.[B-](F)(F)(F)F (TBTU), C(C)(C)N(CC)C(C)C (diisopropylethylamine), N1CC=CC1 (3-pyrroline), ClCl (chlorine), C23H20ClF3N4O3, ClCl (chlorine). Solvent: O1CCCC1 (tetrahydrofuran). Product: ClC1=CC2=C(NC(=N2)[C@H](COC)NC(C2=CC(=C(C=C2)C(=O)N2CC=CC2)C(F)(F)F)=O)C=C1 (N-[(1R)-1-(5-chloro-1H-benzimidazol-2-yl)-2-methoxyethyl]-4-(2,5-dihydropyrrol-1-ylcarbonyl)-3-trifluoromethylbenzamide). Yield: 23.0%. Reaction SMILES: [Cl:1][C:2]1[CH:30]=[CH:29][C:5]2[NH:6][C:7]([C@@H:9]([NH:13][C:14]([C:16]3[CH:24]=[CH:23][C:19]([C:20]([OH:22])=O)=[C:18]([C:25]([F:28])([F:27])[F:26])[CH:17]=3)=[O:15])[CH2:10][O:11][CH3:12])=[N:8][C:4]=2[CH:3]=1.CN(C(O[N:39]1N=NC2C=[CH:43][CH:44]=[CH:45][C:40]1=2)=[N+](C)C)C.[B-](F)(F)(F)F.C(N(C(C)C)CC)(C)C.N1CC=CC1.ClCl>O1CCCC1>[Cl:1][C:2]1[CH:30]=[CH:29][C:5]2[NH:6][C:7]([C@@H:9]([NH:13][C:14](=[O:15])[C:16]3[CH:24]=[CH:23][C:19]([C:20]([N:39]4[CH2:40][CH:45]=[CH:44][CH2:43]4)=[O:22])=[C:18]([C:25]([F:26])([F:28])[F:27])[CH:17]=3)[CH2:10][O:11][CH3:12])=[N:8][C:4]=2[CH:3]=1 |f:1.2|. Procedure details: Prepared analogously to Example 1g from 4-{N-[(1R)-1-(5-chloro-1H-benzimidazol-2-yl)-2-methoxyethyl]aminocarbonyl}-2-trifluoromethylbenzoic acid, TBTU, diisopropylethylamine, and 3-pyrroline in tetrahydrofuran. Yield: 23%; C23H20ClF3N4O3 (492.88); mass spectrum: (M+H)+=493/495 (chlorine isotope) and (M−H)−=491/493 (chlorine isotope).